This data is from the Open Reaction Database (ORD), a public repository of structured organic reaction records. The task is: describe an organic reaction: reactants, conditions, products, and yield Isolated yield 9.3%. Reactants: ice water, N1=NC(=CC=C1)N (pyridazine-3-amine), N1=CC=CC=C1 (pyridine), ClC(=O)OCC(Cl)(Cl)Cl (2,2,2-trichloroethyl chloroformate). Reaction SMILES: [N:1]1[CH:6]=[CH:5][CH:4]=[C:3]([NH2:7])[N:2]=1.N1C=CC=CC=1.Cl[C:15]([O:17][CH2:18][C:19]([Cl:22])([Cl:21])[Cl:20])=[O:16]>O1CCCC1>[N:1]1[CH:6]=[CH:5][CH:4]=[C:3]([NH:7][C:15](=[O:16])[O:17][CH2:18][C:19]([Cl:22])([Cl:21])[Cl:20])[N:2]=1. Solvent: O1CCCC1 (tetrahydrofuran). The product is N1=NC(=CC=C1)NC(OCC(Cl)(Cl)Cl)=O (2,2,2-Trichloroethyl pyridazin-3-ylcarbamate). Run at time 50 minute. Procedure details: To a solution of pyridazine-3-amine (2.00 g, 21.0 mmol) and pyridine (5.10 ml, 63.1 mmol) in tetrahydrofuran (100 ml) was added 2,2,2-trichloroethyl chloroformate (4.34 ml, 31.5 mmol) with ice-cooling, the mixture was stirred for 50 minutes with ice-cooling, the reaction mixture was poured into ice-water and the mixture was extracted with ethyl acetate. The extract was washed with water and dried over anhydrous magnesium sulfate and the solvent was distilled off under reduced pressure. The resid... Starting materials: N#Cc1ccc(CBr)cc1, O=C([O-])[O-], CC(C)=O, [I-], [K+], [K+], [K+], c1nnn[nH]1. Product: N#Cc1ccc(Cn2ncnn2)cc1. Reaction SMILES: [Br:14][CH2:15][c:16]1[cH:17][cH:18][c:19]([C:20]#[N:21])[cH:22][cH:23]1.[C:6](=[O:7])([O-:8])[O-:9].[CH3:24][C:25](=[O:26])[CH3:27].[I-:13].[K+:10].[K+:11].[K+:12].[nH:1]1[n:2][n:3][n:4][cH:5]1>>[n:1]1[n:2]([CH2:15][c:16]2[cH:17][cH:18][c:19]([C:20]#[N:21])[cH:22][cH:23]2)[n:3][n:4][cH:5]1. Reactants: C1=NC=CC2=C(C=CC=C12)S(=O)(=O)C=1C=C(C(=CC1)N)N (4-(5-isoquinolylsulfonyl)benzenediamine), CC(C(C)=O)=O (2,3-butanedione). Run in C(C)O (ethanol). Run at temperature 90 celsius, time 2 hour. Yields the product CC1=NC2=CC=C(C=C2N=C1C)S(=O)(=O)C1=C2C=CN=CC2=CC=C1 (2,3-dimethyl-6-(5-isoquinolylsulfonyl)quinoxaline). Yield: 84.7%. As a reaction SMILES: [CH:1]1[C:10]2[C:5](=[C:6]([S:11]([C:14]3[CH:15]=[C:16]([NH2:21])[C:17]([NH2:20])=[CH:18][CH:19]=3)(=[O:13])=[O:12])[CH:7]=[CH:8][CH:9]=2)[CH:4]=[CH:3][N:2]=1.[CH3:22][C:23](=O)[C:24](=O)[CH3:25]>C(O)C>[CH3:22][C:23]1[C:24]([CH3:25])=[N:21][C:16]2[C:17](=[CH:18][CH:19]=[C:14]([S:11]([C:6]3[CH:7]=[CH:8][CH:9]=[C:10]4[C:5]=3[CH:4]=[CH:3][N:2]=[CH:1]4)(=[O:13])=[O:12])[CH:15]=2)[N:20]=1. Reported procedure: To a mixture of 4-(5-isoquinolylsulfonyl)benzenediamine 500 mg (1.7 mmol) and ethanol 10 ml, 2,3-butanedione 1.2 ml was added, and the mixture was heated with stirring for 2 hours at 90° C. The reaction mixture was concentrated under reduced pressure, and ether was added to the resulting residue to crystallize. The crystals were filtered, and 2,3-dimethyl-6-(5-isoquinolylsulfonyl)quinoxaline 490 mg (84.7%) was obtained. Starting materials: [C-]#N, CS(=O)(=O)n1ccc2ccc(CBr)cc21, CCOC(C)=O, [Na+], C1COCCO1, O. Yields the product CS(=O)(=O)n1ccc2ccc(CC#N)cc21. As a reaction SMILES: [C-:17]#[N:18].[CH3:1][S:2](=[O:3])(=[O:4])[n:5]1[cH:6][cH:7][c:8]2[cH:9][cH:10][c:11]([CH2:14][Br:15])[cH:12][c:13]12.[CH3:26][CH2:27][O:28][C:29](=[O:30])[CH3:31].[Na+:19].[O:20]1[CH2:21][CH2:22][O:23][CH2:24][CH2:25]1.[OH2:16]>>[CH3:1][S:2](=[O:3])(=[O:4])[n:5]1[cH:6][cH:7][c:8]2[cH:9][cH:10][c:11]([CH2:14][C:17]#[N:18])[cH:12][c:13]12. Starting materials: C(C(=O)Cl)(=O)Cl (oxalyl chloride), BrC1=C(C=CC=C1)C (2-bromotoluene), [Mg] (magnesium), BrC(C)Br (dibromoethane). Run in CCOCC (ether), C1CCOC1 (THF), C1CCOC1 (THF), C1CCOC1 (THF). Conditions: time 1 hour. Yields the product CC1=C(C=CC=C1)C(C(=O)Cl)=O (2-(2-methylphenyl)glyoxyloyl chloride). Yield: 95.8%. Reaction SMILES: Br[C:2]1[CH:7]=[CH:6][CH:5]=[CH:4][C:3]=1[CH3:8].[Mg].BrC(Br)C.[C:14](Cl)(=[O:18])[C:15]([Cl:17])=[O:16]>C1COCC1.CCOCC>[CH3:8][C:3]1[CH:4]=[CH:5][CH:6]=[CH:7][C:2]=1[C:14](=[O:18])[C:15]([Cl:17])=[O:16]. Procedure: In a stream of argon gas, 2-bromotoluene (8.55 g, 0.05 mol) in dry THF (60 ml) was dropwise added to a mixture of magnesium (2.43 g, 0.1 mol) and dibromoethane (0.1 ml) in dry THF (10 ml) at 50° to 60° C. for 13 minutes. The reaction mixture was stirred at 60° to 65° C. for 1 hour, diluted with dry THF (30 ml) and cooled below 20° C. This mixture was dropwise added to oxalyl chloride (7.62 g, 0.06 mol) in dry ether (150 ml) below -50° C. over 8 minutes, followed by stirring at -75° C. for 1 hour... Reactants: O=C([O-])C(O)C(O)C(=O)[O-], CCOC(C)OC(CCc1ccccc1)CCC1C(OC(C)OCC)CC2OC(=O)CC21, C1CCOC1, CC(C)C[AlH]CC(C)C, CCOC(C)=O, [K+], [Na+]. Yields the product CCOC(C)OC(CCc1ccccc1)CCC1C(OC(C)OCC)CC2OC(O)CC21. RXN SMILES: [C:48]([O-:49])(=[O:50])[CH:51]([CH:52]([C:53]([O-:54])=[O:55])[OH:56])[OH:57].[CH2:1]([CH3:2])[O:3][CH:4]([CH3:5])[O:6][CH:7]1[CH:8]([CH2:16][CH2:17][CH:18]([CH2:19][CH2:20][c:21]2[cH:22][cH:23][cH:24][cH:25][cH:26]2)[O:27][CH:28]([CH3:29])[O:30][CH2:31][CH3:32])[CH:9]2[CH:10]([O:11][C:12](=[O:14])[CH2:13]2)[CH2:15]1.[CH2:60]1[O:61][CH2:62][CH2:63][CH2:64]1.[CH3:33][CH:34]([CH2:35][AlH:36][CH2:37][CH:38]([CH3:39])[CH3:40])[CH3:41].[CH3:42][CH2:43][O:44][C:45](=[O:46])[CH3:47].[K+:59].[Na+:58]>>[CH2:1]([CH3:2])[O:3][CH:4]([CH3:5])[O:6][CH:7]1[CH:8]([CH2:16][CH2:17][CH:18]([CH2:19][CH2:20][c:21]2[cH:22][cH:23][cH:24][cH:25][cH:26]2)[O:27][CH:28]([CH3:29])[O:30][CH2:31][CH3:32])[CH:9]2[CH:10]([O:11][CH:12]([OH:14])[CH2:13]2)[CH2:15]1.